From a dataset of the Open Reaction Database (ORD), a public repository of structured organic reaction records. describe an organic reaction: reactants, conditions, products, and yield Starting materials: CC(C)(C)OC(=O)NC(CO[Si](c1ccccc1)(c1ccccc1)C(C)(C)C)CN1C(=O)c2ccccc2C1=O, CCO, NN, O. Product: CC(C)(C)OC(=O)NC(CN)CO[Si](c1ccccc1)(c1ccccc1)C(C)(C)C. RXN SMILES: [C:1]([CH3:2])([CH3:3])([CH3:4])[O:5][C:6]([NH:7][CH:8]([CH2:9][O:10][Si:11]([c:12]1[cH:13][cH:14][cH:15][cH:16][cH:17]1)([c:18]1[cH:19][cH:20][cH:21][cH:22][cH:23]1)[C:24]([CH3:25])([CH3:26])[CH3:27])[CH2:28][N:29]1[C:30](=[O:31])[c:32]2[c:33]([cH:34][cH:35][cH:36][cH:37]2)[C:38]1=[O:39])=[O:40].[CH3:44][CH2:45][OH:46].[NH2:42][NH2:43].[OH2:41]>>[C:1]([CH3:2])([CH3:3])([CH3:4])[O:5][C:6]([NH:7][CH:8]([CH2:9][O:10][Si:11]([c:12]1[cH:13][cH:14][cH:15][cH:16][cH:17]1)([c:18]1[cH:19][cH:20][cH:21][cH:22][cH:23]1)[C:24]([CH3:25])([CH3:26])[CH3:27])[CH2:28][NH2:29])=[O:40]. Starting materials: CN (methyl amine), ClC=1C(=CC2=C(C(N(CO2)C2=CC=C(C=C2)[N+](=O)[O-])=O)C1)F (6-chloro-7-fluoro-3-(4-nitrophenyl)-2,3-dihydrobenzo[e][1,3]oxazin-4-one), CN (methyl amine). Product: ClC=1C(=CC2=C(C(N(CO2)C2=CC=C(C=C2)[N+](=O)[O-])=O)C1)NC (6-chloro-7-(methylamino)-3-(4-nitrophenyl)-2,3-dihydrobenzo[e][1,3]oxazin-4-one). Yield: 81.0%. As a reaction SMILES: [CH3:1][NH2:2].[Cl:3][C:4]1[C:5](F)=[CH:6][C:7]2[O:12][CH2:11][N:10]([C:13]3[CH:18]=[CH:17][C:16]([N+:19]([O-:21])=[O:20])=[CH:15][CH:14]=3)[C:9](=[O:22])[C:8]=2[CH:23]=1>>[Cl:3][C:4]1[C:5]([NH:2][CH3:1])=[CH:6][C:7]2[O:12][CH2:11][N:10]([C:13]3[CH:18]=[CH:17][C:16]([N+:19]([O-:21])=[O:20])=[CH:15][CH:14]=3)[C:9](=[O:22])[C:8]=2[CH:23]=1. Procedure details: Analogous to Ex. 3, methyl amine displacement was performed using 6-chloro-7-fluoro-3-(4-nitrophenyl)-2,3-dihydrobenzo[e][1,3]oxazin-4-one (0.21 g, 0.16 mmol) and methyl amine (0.3 ml, 2M solution in tetrahydrofuran) to give 0.134 mg (81%) of 6-chloro-7-(methylamino)-3-(4-nitrophenyl)-2,3-dihydrobenzo[e][1,3]oxazin-4-one. RP-HPLC: 2.38 min; ES-MS (M+H)+=334; 1H-NMR (DMSO-d6) δ (ppm): 3.1 (s, 3), 5.73 (s, 2), 6.2 (d, 1), 7.38 (d, 1), 7.61 (d, 2), 8.2 (d, 2). The reactants are C(C)NC(=S)NC1=C(C=CC=C1)N1CCOCC1 (1-ethyl-3-(2-morpholinophenyl) thiourea), CI (methyliodide). Reaction SMILES: [CH2:1]([NH:3][C:4]([NH:6][C:7]1[CH:12]=[CH:11][CH:10]=[CH:9][C:8]=1[N:13]1[CH2:18][CH2:17][O:16][CH2:15][CH2:14]1)=[S:5])[CH3:2].[CH3:19][I:20]>CC(C)=O>[IH:20].[CH3:19][S:5][C:4](=[N:3][CH2:1][CH3:2])[NH:6][C:7]1[CH:12]=[CH:11][CH:10]=[CH:9][C:8]=1[N:13]1[CH2:14][CH2:15][O:16][CH2:17][CH2:18]1 |f:3.4|. Yields the product I.CSC(NC1=C(C=CC=C1)N1CCOCC1)=NCC (2-methyl-3-ethyl-1-(2-morpholinophenyl)-2-thiopseudourea hydroiodide). Procedure details: A mixture of 1-ethyl-3-(2-morpholinophenyl) thiourea (3.2 g) and methyliodide (2 g) in acetone (25 ml) was heated at reflux for 4 hours to yield 2-methyl-3-ethyl-1-(2-morpholinophenyl)-2-thiopseudourea hydroiodide as a pale yellow solid (m.p. 170°-172° C.) which was recrystallised from acetone. Solvent: CC(=O)C (acetone).